This data is from the Open Reaction Database (ORD), a public repository of structured organic reaction records. The task is: describe an organic reaction: reactants, conditions, products, and yield Reactants: Cc1ccccc1, [Cl-], O=C(O)CCCl, SCCC1SCCS1. Yields the product O=C(CCCl)SCCC1SCCS1. As a reaction SMILES: [CH3:16][c:17]1[cH:18][cH:19][cH:20][cH:21][cH:22]1.[Cl-:9].[Cl:10][CH2:11][CH2:12][C:13](=[O:14])[OH:15].[SH:1][CH2:2][CH2:3][CH:4]1[S:5][CH2:6][CH2:7][S:8]1>>[S:1]([CH2:2][CH2:3][CH:4]1[S:5][CH2:6][CH2:7][S:8]1)[C:13]([CH2:12][CH2:11][Cl:10])=[O:14]. The reactants are C(C)OC(COC1=C2CCC3=C(N=C(S3)S)C2=CC=C1)=O (ethyl[(2-mercapto-4,5-dihydronaphtho[1,2-d]thiazol-6-yl)oxy]acetate), BrCC=CC1=CC=CC=C1 (3-bromo-1-phenyl-1-propene). Yields the product C1(=CC=CC=C1)C=CCSC=1SC2=C(N1)C1=CC=CC(=C1CC2)OCC(=O)O ([(2-(3-Phenyl-2-propenyl)thio-4,5-dihydronaphtho[1,2-d]thiazol-6-yl)oxy]acetic Acid). Yield: 56.0%. Reaction SMILES: C([O:3][C:4](=[O:21])[CH2:5][O:6][C:7]1[CH:20]=[CH:19][CH:18]=[C:17]2[C:8]=1[CH2:9][CH2:10][C:11]1[S:15][C:14]([SH:16])=[N:13][C:12]=12)C.Br[CH2:23][CH:24]=[CH:25][C:26]1[CH:31]=[CH:30][CH:29]=[CH:28][CH:27]=1>>[C:26]1([CH:25]=[CH:24][CH2:23][S:16][C:14]2[S:15][C:11]3[CH2:10][CH2:9][C:8]4[C:17](=[CH:18][CH:19]=[CH:20][C:7]=4[O:6][CH2:5][C:4]([OH:3])=[O:21])[C:12]=3[N:13]=2)[CH:31]=[CH:30][CH:29]=[CH:28][CH:27]=1. Reported procedure: Using ethyl[(2-mercapto-4,5-dihydronaphtho[1,2-d]thiazol-6-yl)oxy]acetate and 3-bromo-1-phenyl-1-propene, the procedure of Example 1 was otherwise repeated to synthesize the title compound. Yield 56%. Starting materials: C1CCOC1, COc1ccc(CCO)cc1F, CC1=NC(CO)(CCc2ccc(O)cc2)CO1, c1ccc(P(c2ccccc2)c2ccccc2)cc1. The product is COc1ccc(CCOc2ccc(CCC3(CO)COC(C)=N3)cc2)cc1F. Reaction SMILES: [CH2:49]1[O:50][CH2:51][CH2:52][CH2:53]1.[F:37][c:38]1[cH:39][c:40]([CH2:46][CH2:47][OH:48])[cH:41][cH:42][c:43]1[O:44][CH3:45].[OH:1][CH2:2][C:3]1([CH2:9][CH2:10][c:11]2[cH:12][cH:13][c:14]([OH:17])[cH:15][cH:16]2)[N:4]=[C:5]([CH3:8])[O:6][CH2:7]1.[c:18]1([P:19]([c:20]2[cH:21][cH:22][cH:23][cH:24][cH:25]2)[c:26]2[cH:27][cH:28][cH:29][cH:30][cH:31]2)[cH:32][cH:33][cH:34][cH:35][cH:36]1>>[OH:1][CH2:2][C:3]1([CH2:9][CH2:10][c:11]2[cH:12][cH:13][c:14]([O:17][CH2:47][CH2:46][c:40]3[cH:39][c:38]([F:37])[c:43]([O:44][CH3:45])[cH:42][cH:41]3)[cH:15][cH:16]2)[N:4]=[C:5]([CH3:8])[O:6][CH2:7]1. The reactants are CC(=O)Cl, CN(C)c1ccncc1, CCN(C(C)C)C(C)C, ClCCl, CC(O)(c1ccc(N2CCN(S(=O)(=O)c3cccs3)CC2CNc2ccccc2)cc1)C(F)(F)F. Yields the product CC(=O)N(CC1CN(S(=O)(=O)c2cccs2)CCN1c1ccc(C(C)(O)C(F)(F)F)cc1)c1ccccc1. As a reaction SMILES: [CH3:45][C:46]([Cl:47])=[O:48].[CH3:52][N:53]([CH3:54])[c:55]1[cH:56][cH:57][n:58][cH:59][cH:60]1.[CH:36]([N:37]([CH2:38][CH3:39])[CH:40]([CH3:41])[CH3:42])([CH3:43])[CH3:44].[Cl:49][CH2:50][Cl:51].[F:1][C:2]([C:3]([CH3:4])([OH:5])[c:6]1[cH:7][cH:8][c:9]([N:12]2[CH:13]([CH2:26][NH:27][c:28]3[cH:29][cH:30][cH:31][cH:32][cH:33]3)[CH2:14][N:15]([S:18](=[O:19])(=[O:20])[c:21]3[s:22][cH:23][cH:24][cH:25]3)[CH2:16][CH2:17]2)[cH:10][cH:11]1)([F:34])[F:35]>>[F:1][C:2]([C:3]([CH3:4])([OH:5])[c:6]1[cH:7][cH:8][c:9]([N:12]2[CH:13]([CH2:26][N:27]([c:28]3[cH:29][cH:30][cH:31][cH:32][cH:33]3)[C:46]([CH3:45])=[O:48])[CH2:14][N:15]([S:18](=[O:19])(=[O:20])[c:21]3[s:22][cH:23][cH:24][cH:25]3)[CH2:16][CH2:17]2)[cH:10][cH:11]1)([F:34])[F:35]. Reactants: BrC1=CC=CC=C1 (bromobenzene), C([O-])([O-])=O.[Na+].[Na+] (sodium carbonate), 9,9-dioctyl 2,7-fluorenediboronate, BrC1=CC=2C(C3=CC(=CC=C3C2C=C1)Br)(CCCCCCCC)CCCCCCCC (2,7-dibromo-9,9-dioctylfluorene), Cl (HCl). Reagents/catalysts: CCCCCCCC[N+](C)(CCCCCCCC)CCCCCCCC.[Cl-] (Aliquat® 336), C=1C=CC(=CC1)[P](C=2C=CC=CC2)(C=3C=CC=CC3)[Pd]([P](C=4C=CC=CC4)(C=5C=CC=CC5)C=6C=CC=CC6)([P](C=7C=CC=CC7)(C=8C=CC=CC8)C=9C=CC=CC9)[P](C=1C=CC=CC1)(C=1C=CC=CC1)C=1C=CC=CC1 (tetrakis(triphenylphosphine)palladium). Run in C1(=CC=CC=C1)C (toluene), CO (methanol). Run at temperature 50 celsius, time 5 hour. The product is C(CCCCCCC)C1(C2=CC=CC=C2C=2C=CC=CC12)CCCCCCCC (9,9-dioctylfluorene). Yield: 100.0%. As a reaction SMILES: Br[C:2]1[CH:14]=[CH:13][C:12]2[C:11]3[C:6](=[CH:7][C:8](Br)=[CH:9][CH:10]=3)[C:5]([CH2:24][CH2:25][CH2:26][CH2:27][CH2:28][CH2:29][CH2:30][CH3:31])([CH2:16][CH2:17][CH2:18][CH2:19][CH2:20][CH2:21][CH2:22][CH3:23])[C:4]=2[CH:3]=1.C(=O)([O-])[O-].[Na+].[Na+].BrC1C=CC=CC=1.Cl>C1(C)C=CC=CC=1.CCCCCCCC[N+](CCCCCCCC)(CCCCCCCC)C.[Cl-].C1C=CC([P]([Pd]([P](C2C=CC=CC=2)(C2C=CC=CC=2)C2C=CC=CC=2)([P](C2C=CC=CC=2)(C2C=CC=CC=2)C2C=CC=CC=2)[P](C2C=CC=CC=2)(C2C=CC=CC=2)C2C=CC=CC=2)(C2C=CC=CC=2)C2C=CC=CC=2)=CC=1.CO>[CH2:24]([C:5]1([CH2:16][CH2:17][CH2:18][CH2:19][CH2:20][CH2:21][CH2:22][CH3:23])[C:4]2[CH:3]=[CH:2][CH:14]=[CH:13][C:12]=2[C:11]2[C:6]1=[CH:7][CH:8]=[CH:9][CH:10]=2)[CH2:25][CH2:26][CH2:27][CH2:28][CH2:29][CH2:30][CH3:31] |f:1.2.3,7.8,^1:83,85,104,123|. Procedure details: To a stirred mixture of 9,9-dioctyl 2,7-fluorenediboronate (27.42 g, 51.2 mmol), 2,7-dibromo-9,9-dioctylfluorene (27.43 g, 50 mmol) in toluene (450 mL) under nitrogen are added sequentially the phase transfer catalyst, Aliquat® 336 (1.4 g, 3.4 mmol), tetrakis(triphenylphosphine)palladium (38 mg, 0.032 mmol), and 2M aqueous sodium carbonate (80 mL, 160 mmol). The mixture is stirred and heated under gentle reflux for 20 hours when a viscous reaction mixture is observed. One gram of bromobenzene is... Starting materials: OC(CCl)P(O)=O (α-hydroxy-β-chloroethylphosphinic acid), C(CCC)O (1-butanol), O (water). The solvent is C1=CC=CC=C1 (benzene). Yields the product OC(CCl)P(OCCCC)=O (n-butyl α-hydroxy-β-chloroethylphosphinate). Yield: 64.6%. As a reaction SMILES: [OH:1][CH:2]([PH:5](=[O:7])[OH:6])[CH2:3][Cl:4].[CH2:8](O)[CH2:9][CH2:10][CH3:11].O>C1C=CC=CC=1>[OH:1][CH:2]([PH:5](=[O:6])[O:7][CH2:8][CH2:9][CH2:10][CH3:11])[CH2:3][Cl:4]. Procedure: A solution of α-hydroxy-β-chloroethylphosphinic acid (2.9 g) and 1-butanol (10.0 g) in benzene (30 ml) was heated for 3 hours with removal of water through a Dean-Stark apparatus. The same work-up as in Example 6 gave 2.60 g (64.8%) of n-butyl α-hydroxy-β-chloroethylphosphinate (Compound No. 82). Reactants: FC1=C(C(=CC=C1)F)C=1C(C=CN2C=C(C=CC12)C#CC1=C(C=C(C=C1)F)F)=O (1-(2,6-difluorophenyl)-7-[(2,4-difluorophenyl)ethynyl]-2H-quinolizin-2-one). The reagents and catalysts are [Pd].CC(=O)[O-].CC(=O)[O-].[Pb+2] (Lindlar catalyst). Solvent: CO (methanol). Product: FC1=C(C(=CC=C1)F)C=1C(C=CN2C=C(C=CC12)\C=C/C1=C(C=C(C=C1)F)F)=O (1-(2,6-difluorophenyl)-7-[(Z)-2-(2,4-difluorophenyl)vinyl]-2H-quinolizin-2-one). Reaction SMILES: [F:1][C:2]1[CH:7]=[CH:6][CH:5]=[C:4]([F:8])[C:3]=1[C:9]1[C:10](=[O:29])[CH:11]=[CH:12][N:13]2[C:18]=1[CH:17]=[CH:16][C:15]([C:19]#[C:20][C:21]1[CH:26]=[CH:25][C:24]([F:27])=[CH:23][C:22]=1[F:28])=[CH:14]2>CO.[Pd].CC([O-])=O.CC([O-])=O.[Pb+2]>[F:1][C:2]1[CH:7]=[CH:6][CH:5]=[C:4]([F:8])[C:3]=1[C:9]1[C:10](=[O:29])[CH:11]=[CH:12][N:13]2[C:18]=1[CH:17]=[CH:16][C:15](/[CH:19]=[CH:20]\[C:21]1[CH:26]=[CH:25][C:24]([F:27])=[CH:23][C:22]=1[F:28])=[CH:14]2 |f:2.3.4.5|. Reported procedure: A solution of 1-(2,6-difluorophenyl)-7-[(2,4-difluorophenyl)ethynyl]-2H-quinolizin-2-one in methanol was added a catalytic amount of Lindlar catalyst under hydrogen atmosphere (1 atm) for 1 hour. The mixture was filtered through celite and the filtrate was concentrated. The crude material was purified by silica gel (100% ethyl acetate) to give the title compound.